Dataset: the Open Reaction Database (ORD), a public repository of structured organic reaction records. Task: describe an organic reaction: reactants, conditions, products, and yield The reactants are CN(CCNC1=CC=C2C(=N1)NC=C2C#N)C (6-(2-(dimethylamino)ethylamino)-1H-pyrrolo[2,3-b]pyridine-3-carbonitrile), C(C)(C)(C)C=1C=C2C=NN(C(C2=C(C1)F)=O)C1=CC=CC=2B(OCC21)O (6-tert-butyl-8-fluoro-2-(1-hydroxy-1,3-dihydrobenzo[c][1,2]oxaborol-4-yl)phthalazin-1(2H)-one), [NH4+].[Cl-] (NH4Cl), N1=CC=CC=C1 (Pyridine). Reagents/catalysts: C(C)(=O)[O-].[Cu+2].C(C)(=O)[O-] (copper acetate). The solvent is ClCCCl (1,2-Dichloroethane). Run at temperature 45 celsius, time 2 day. Product: C(C)(C)(C)C=1C=C2C=NN(C(C2=C(C1)F)=O)C=1C(=C(C=CC1)N1C=C(C=2C1=NC(=CC2)NCCN(C)C)C#N)CO (1-(3-(6-tert-butyl-8-fluoro-1-oxophthalazin-2(1H)-yl)-2-(hydroxymethyl)phenyl)-6-(2-(dimethylamino)ethylamino)-1H-pyrrolo[2,3-b]pyridine-3-carbonitrile). Yield: 3.5%. Reaction SMILES: [CH3:1][N:2]([CH3:17])[CH2:3][CH2:4][NH:5][C:6]1[N:11]=[C:10]2[NH:12][CH:13]=[C:14]([C:15]#[N:16])[C:9]2=[CH:8][CH:7]=1.[C:18]([C:22]1[CH:23]=[C:24]2[C:29](=[C:30]([F:32])[CH:31]=1)[C:28](=[O:33])[N:27]([C:34]1[C:42]3[CH2:41][O:40]B(O)[C:38]=3[CH:37]=[CH:36][CH:35]=1)[N:26]=[CH:25]2)([CH3:21])([CH3:20])[CH3:19].N1C=CC=CC=1.[NH4+].[Cl-]>C([O-])(=O)C.[Cu+2].C([O-])(=O)C.ClCCCl>[C:18]([C:22]1[CH:23]=[C:24]2[C:29](=[C:30]([F:32])[CH:31]=1)[C:28](=[O:33])[N:27]([C:34]1[C:42]([CH2:41][OH:40])=[C:38]([N:12]3[C:10]4=[N:11][C:6]([NH:5][CH2:4][CH2:3][N:2]([CH3:17])[CH3:1])=[CH:7][CH:8]=[C:9]4[C:14]([C:15]#[N:16])=[CH:13]3)[CH:37]=[CH:36][CH:35]=1)[N:26]=[CH:25]2)([CH3:21])([CH3:19])[CH3:20] |f:3.4,5.6.7|. Procedure: In a 25 mL round-bottomed flask, 6-(2-(dimethylamino)ethylamino)-1H-pyrrolo[2,3-b]pyridine-3-carbonitrile (211 mg, 920 μmol), 6-tert-butyl-8-fluoro-2-(1-hydroxy-1,3-dihydrobenzo[c][1,2]oxaborol-4-yl)phthalazin-1(2H)-one (324 mg, 920 μmol, Eq: 1.00) and copper acetate (226 mg) were combined with 1,2-Dichloroethane (6.73 ml) to give a blue suspension. Pyridine (146 mg, 149 μl, 1.84 mmol, Eq: 2) was added. The reaction mixture was heated to 45° C. and stirred for 2 d. Mixture was poured into 20 mL ...